From a dataset of the Open Reaction Database (ORD), a public repository of structured organic reaction records. describe an organic reaction: reactants, conditions, products, and yield Starting materials: COc1c(C)cnc(CO)c1C, O=S(Cl)Cl. Product: COc1c(C)cnc(CCl)c1C. Reaction SMILES: [CH3:1][c:2]1[c:3]([CH2:11][OH:12])[n:4][cH:5][c:6]([CH3:10])[c:7]1[O:8][CH3:9].[S:13]([Cl:14])([Cl:15])=[O:16]>>[CH3:1][c:2]1[c:3]([CH2:11][Cl:15])[n:4][cH:5][c:6]([CH3:10])[c:7]1[O:8][CH3:9]. The reactants are C=Cc1cc(C(=O)NCc2c(C)cc(C)[nH]c2=O)c2cnn(C(C)C)c2n1, C[N+]1([O-])CCOCC1, CO, ClCCl, ClCCl, O=[Os](=O)(=O)=O, O. The product is Cc1cc(C)c(CNC(=O)c2cc(C(O)CO)nc3c2cnn3C(C)C)c(=O)[nH]1. As a reaction SMILES: [CH3:1][c:2]1[c:3]([CH2:10][NH:11][C:12](=[O:13])[c:14]2[c:15]3[c:16]([n:17][c:18]([CH:20]=[CH2:21])[cH:19]2)[n:22]([CH:25]([CH3:26])[CH3:27])[n:23][cH:24]3)[c:4](=[O:9])[nH:5][c:6]([CH3:8])[cH:7]1.[CH3:28][N+:29]1([O-:30])[CH2:31][CH2:32][O:33][CH2:34][CH2:35]1.[CH3:37][OH:38].[Cl:39][CH2:40][Cl:41].[Cl:42][CH2:43][Cl:44].[O:45]=[Os:46](=[O:47])(=[O:48])=[O:49].[OH2:36]>>[CH3:1][c:2]1[c:3]([CH2:10][NH:11][C:12](=[O:13])[c:14]2[c:15]3[c:16]([n:17][c:18]([CH:20]([CH2:21][OH:38])[OH:36])[cH:19]2)[n:22]([CH:25]([CH3:26])[CH3:27])[n:23][cH:24]3)[c:4](=[O:9])[nH:5][c:6]([CH3:8])[cH:7]1.